This data is from the Open Reaction Database (ORD), a public repository of structured organic reaction records. The task is: describe an organic reaction: reactants, conditions, products, and yield Reactants: C(C)(C)(C)OC(=O)N[C@@H](C)C(=O)O (N-tert-butyloxycarbonyl-(L)-alanine), C1(=CC=C(C=C1)S(=O)(=O)O)C (para-toluenesulfonic acid). Product: C(C)(C)(C)OC(=O)N1COC([C@@H]1C)=O ((4S)-N-tert-Butyloxycarbonyl4-methyl-1,3-oxazolidin-5-one). RXN SMILES: [C:1]([O:5][C:6]([NH:8][C@H:9]([C:11]([OH:13])=[O:12])[CH3:10])=[O:7])([CH3:4])([CH3:3])[CH3:2].[C:14]1(C)C=CC(S(O)(=O)=O)=CC=1>>[C:1]([O:5][C:6]([N:8]1[C@@H:9]([CH3:10])[C:11](=[O:13])[O:12][CH2:14]1)=[O:7])([CH3:2])([CH3:3])[CH3:4]. Reported procedure: (4S)-N-tert-Butyloxycarbonyl4-methyl-1,3-oxazolidin-5-one (2) was prepared from N-tert-butyloxycarbonyl-(L)-alanine (1.89 g, 10.0 mM) and para-toluenesulfonic acid (30 mg) following general procedure A and obtained as fine white needles after crystallisation from chloroform (1.49 g, 74%): [α]D20 +78.1 (c 1, CHCl3); mp 64-67° C.; IR (KBr) 1795, 1705 cm-1 ; 1H NMR (200 MHz, CDCl3): δ 5.40 (d, J=2 Hz, 1H), 5.20 (d, J=2 Hz, 1H), 4.50 (q, J=7 Hz, 1H), 1.55 (d, J=7 Hz, 3H), 1.45 s (s, 9H); 13C NMR (50...